The task is: describe an organic reaction: reactants, conditions, products, and yield. This data is from the Open Reaction Database (ORD), a public repository of structured organic reaction records. Starting materials: NC1=CC=C2SC=3C(=CC=CC3CC2=C1)C=1OC(=CC(C1)=O)N1CCOCC1 (2-(7-Amino-9H-thioxanthen-4-yl)-6-morpholin-4-yl-pyran-4-one), C([O-])([O-])=O.[K+].[K+] (potassium carbonate), COC(CBr)=O (methylbromoacetate). The solvent is CN(C)C=O (DMF). Reaction conditions: time 100 hour. Product: COC(COC1=CC=2CC3=CC=CC(=C3SC2C=C1)C=1OC(=CC(C1)=O)N1CCOCC1)=O ([5-(6-Morpholin-4-yl-4-oxo-4H-pyran-2-yl)-9H-thioxanthen-2-yloxy]-acetic acid methyl ester). Reaction SMILES: N[C:2]1[CH:15]=[C:14]2[C:5]([S:6][C:7]3[C:8]([C:16]4[O:17][C:18]([N:23]5[CH2:28][CH2:27][O:26][CH2:25][CH2:24]5)=[CH:19][C:20](=[O:22])[CH:21]=4)=[CH:9][CH:10]=[CH:11][C:12]=3[CH2:13]2)=[CH:4][CH:3]=1.C(=O)([O-])[O-:30].[K+].[K+].[CH3:35][O:36][C:37](=[O:40])[CH2:38]Br>CN(C=O)C>[CH3:35][O:36][C:37](=[O:40])[CH2:38][O:30][C:2]1[CH:3]=[CH:4][C:5]2[S:6][C:7]3[C:12](=[CH:11][CH:10]=[CH:9][C:8]=3[C:16]3[O:17][C:18]([N:23]4[CH2:28][CH2:27][O:26][CH2:25][CH2:24]4)=[CH:19][C:20](=[O:22])[CH:21]=3)[CH2:13][C:14]=2[CH:15]=1 |f:1.2.3|. Reported procedure: To a solution of 2-(7-Amino-9H-thioxanthen-4-yl)-6-morpholin-4-yl-pyran-4-one (1.01 g, 2.56 mmol) in anhydrous DMF (25 ml) was added powdered potassium carbonate (716 mg, 5.18 mmol) followed by methylbromoacetate (400 μl, 4.1 mmol). The reaction was stirred at room temperature for 100 hours whereupon it was quenched by dropwise addition of water (75 ml). The mixture was extracted using EtOAc (3×30 ml). The organic extracts were then combined, dried using MgSO4, filtered and concentrated in vacuo... The reactants are C(C)C1C(CC(C(C(OC(C2CCCCN2C(C(C2(C(CC(C(C(CC(C(C(=C1)C)O)C)OC)O2)OC)C)O)=O)=O)=O)C(=CC2CC(C(CC2)O)OC)C)C)O)=O (17-ethyl-1,14,20-trihydroxy-12-[2'-(4"-hydroxy-3"-methoxycyclohexyl)-1'-methylvinyl]-23,25-dimethoxy-13,19,21,27-tetramethyl-11,28-dioxa-4-azatricyclo[22.3.1.04,9 ]octacos-18-ene-2,3,10,16-tetraone), Brown-Garg reagent. Run in C(C)OCC (ethyl ether), CCOCC (ether). Conditions: time 80 minute. The product is C(C)C1C(CC(C(C(OC(C2CCCCN2C(C(C2(C(CC(C(C(CC(C(C(=C1)C)=O)C)OC)O2)OC)C)O)=O)=O)=O)C(=CC2CC(C(CC2)O)OC)C)C)O)=O (17-Ethyl-1,14-dihydroxy-12-[2'-(4"-hydroxy-3"-methoxycyclohexyl)-1'-methylvinyl]-23,25-dimethoxy-13,19,21,27-tetramethyl-11,28-dioxa-4-azatricyclo[22.3.1.04,9 ]octacos-18-ene-2,3,10,16,20-pentaone). Reaction SMILES: [CH2:1]([CH:3]1[CH:29]=[C:28]([CH3:30])[CH:27]([OH:31])[CH:26]([CH3:32])[CH2:25][CH:24]([O:33][CH3:34])[CH:23]2[O:35][C:19]([OH:39])([CH:20]([CH3:38])[CH2:21][CH:22]2[O:36][CH3:37])[C:18](=[O:40])[C:17](=[O:41])[N:16]2[CH:11]([CH2:12][CH2:13][CH2:14][CH2:15]2)[C:10](=[O:42])[O:9][CH:8]([C:43]([CH3:54])=[CH:44][CH:45]2[CH2:50][CH2:49][CH:48]([OH:51])[CH:47]([O:52][CH3:53])[CH2:46]2)[CH:7]([CH3:55])[CH:6]([OH:56])[CH2:5][C:4]1=[O:57])[CH3:2]>C(OCC)C>[CH2:1]([CH:3]1[CH:29]=[C:28]([CH3:30])[C:27](=[O:31])[CH:26]([CH3:32])[CH2:25][CH:24]([O:33][CH3:34])[CH:23]2[O:35][C:19]([OH:39])([CH:20]([CH3:38])[CH2:21][CH:22]2[O:36][CH3:37])[C:18](=[O:40])[C:17](=[O:41])[N:16]2[CH:11]([CH2:12][CH2:13][CH2:14][CH2:15]2)[C:10](=[O:42])[O:9][CH:8]([C:43]([CH3:54])=[CH:44][CH:45]2[CH2:50][CH2:49][CH:48]([OH:51])[CH:47]([O:52][CH3:53])[CH2:46]2)[CH:7]([CH3:55])[CH:6]([OH:56])[CH2:5][C:4]1=[O:57])[CH3:2]. Reported procedure: To 494.3 mg (0.6125 mmole) of 17-ethyl-1,14,20-trihydroxy-12-[2'-(4"-hydroxy-3"-methoxycyclohexyl)-1'-methylvinyl]-23,25-dimethoxy-13,19,21,27-tetramethyl-11,28-dioxa-4-azatricyclo[22.3.1.04,9 ]octacos-18-ene-2,3,10,16-tetraone in 20 ml ethyl ether stirred at 22° C. was added 0.45 ml of Brown-Garg reagent (prepared from 5.0 g of sodium dichromate dihydrate and 3.75 ml. of conc. sulfuric acid diluted to 25 ml with water) in 3 increments of 0.15 ml at times of 0, 30 and 85 minutes. At 80 minutes s... Starting materials: CC(=O)CC(C)C, CC1(C)NC(=O)c2ccccc2N1CCCCl, Cl, O=C(c1ccc(F)cc1)C1CCNCC1, [I-], [K+], [Na+], [Na+], O=C([O-])[O-], O. Product: CC1(C)NC(=O)c2ccccc2N1CCCN1CCC(C(=O)c2ccc(F)cc2)CC1. Reaction SMILES: [CH3:43][CH:44]([CH3:45])[CH2:46][C:47](=[O:48])[CH3:49].[Cl:1][CH2:2][CH2:3][CH2:4][N:5]1[C:6]([CH3:16])([CH3:17])[NH:7][C:8](=[O:15])[c:9]2[cH:10][cH:11][cH:12][cH:13][c:14]21.[ClH:18].[F:19][c:20]1[cH:21][cH:22][c:23]([C:26](=[O:27])[CH:28]2[CH2:29][CH2:30][NH:31][CH2:32][CH2:33]2)[cH:24][cH:25]1.[I-:41].[K+:40].[Na+:34].[Na+:35].[O-:36][C:37](=[O:38])[O-:39].[OH2:42]>>[CH2:2]([CH2:3][CH2:4][N:5]1[C:6]([CH3:16])([CH3:17])[NH:7][C:8](=[O:15])[c:9]2[cH:10][cH:11][cH:12][cH:13][c:14]21)[N:31]1[CH2:30][CH2:29][CH:28]([C:26]([c:23]2[cH:22][cH:21][c:20]([F:19])[cH:25][cH:24]2)=[O:27])[CH2:33][CH2:32]1.